From a dataset of the Open Reaction Database (ORD), a public repository of structured organic reaction records. describe an organic reaction: reactants, conditions, products, and yield Reactants: O=S(=O)(Nc1cc(Br)cnc1Cl)c1ccc(F)cc1, C1COCCO1, CC(=O)[O-], CC(=O)Nc1cn2nc(Cl)ccc2n1, [K+], [Na+], [Na+], O=C([O-])[O-], CN(C)C=O. The product is CC(=O)Nc1cn2nc(-c3cnc(Cl)c(NS(=O)(=O)c4ccc(F)cc4)c3)ccc2n1. As a reaction SMILES: [Br:1][c:2]1[cH:3][c:4]([NH:9][S:10](=[O:11])(=[O:12])[c:13]2[cH:14][cH:15][c:16]([F:19])[cH:17][cH:18]2)[c:5]([Cl:8])[n:6][cH:7]1.[CH2:50]1[O:51][CH2:52][CH2:53][O:54][CH2:55]1.[CH3:21][C:22](=[O:23])[O-:24].[Cl:30][c:31]1[cH:32][cH:33][c:34]2[n:35]([n:36]1)[cH:37][c:38]([NH:40][C:41]([CH3:42])=[O:43])[n:39]2.[K+:20].[Na+:44].[Na+:45].[O-:46][C:47](=[O:48])[O-:49].[O:25]=[CH:26][N:27]([CH3:28])[CH3:29]>>[c:2]1(-[c:31]2[cH:32][cH:33][c:34]3[n:35]([n:36]2)[cH:37][c:38]([NH:40][C:41]([CH3:42])=[O:43])[n:39]3)[cH:3][c:4]([NH:9][S:10](=[O:11])(=[O:12])[c:13]2[cH:14][cH:15][c:16]([F:19])[cH:17][cH:18]2)[c:5]([Cl:8])[n:6][cH:7]1.